The task is: describe an organic reaction: reactants, conditions, products, and yield. This data is from the Open Reaction Database (ORD), a public repository of structured organic reaction records. The reactants are COC(=O)c1nn(-c2ccc(OCc3ccccc3)cc2F)cc(OC)c1=O, CNOC, CCN(C(C)C)C(C)C, ClCCl, Cl. Yields the product COc1cn(-c2ccc(OCc3ccccc3)cc2F)nc(C(=O)N(C)OC)c1=O. As a reaction SMILES: [CH2:15]([c:16]1[cH:17][cH:18][cH:19][cH:20][cH:21]1)[O:22][c:23]1[cH:24][c:25]([F:42])[c:26](-[n:29]2[n:30][c:31]([C:38](=[O:39])[O:40][CH3:41])[c:32](=[O:37])[c:33]([O:35][CH3:36])[cH:34]2)[cH:27][cH:28]1.[CH3:2][NH:3][O:4][CH3:5].[CH:6]([N:7]([CH2:8][CH3:9])[CH:10]([CH3:11])[CH3:12])([CH3:13])[CH3:14].[Cl:43][CH2:44][Cl:45].[ClH:1]>>[CH3:2][N:3]([O:4][CH3:5])[C:38]([c:31]1[n:30][n:29](-[c:26]2[c:25]([F:42])[cH:24][c:23]([O:22][CH2:15][c:16]3[cH:17][cH:18][cH:19][cH:20][cH:21]3)[cH:28][cH:27]2)[cH:34][c:33]([O:35][CH3:36])[c:32]1=[O:37])=[O:39]. Reactants: B1(OO1)[O-].O.O.O.O.[Na+] (sodium perborate tetrahydrate), C(C)(=O)OC(C)=O (acetic anhydride), CC1=CC[C@@H](CC1)C(=C)C (Limonene). The solvent is C1(=CC=CC=C1)C (toluene). Run at temperature 60 celsius, time 12 hour. Product: CC12CCC(CC1O2)C3(CO3)C (limonene diepoxide). Isolated yield 96.9%. As a reaction SMILES: [CH3:1][C:2]1[CH2:7][CH2:6][C@@H:5]([C:8]([CH3:10])=[CH2:9])[CH2:4][CH:3]=1.B1([O-])OO1.[OH2:15].[OH2:16].O.O.[Na+].C(OC(=O)C)(=O)C>C1(C)C=CC=CC=1>[CH3:1][C:2]12[O:15][CH:7]1[CH2:6][CH:5]([C:8]1([CH3:10])[O:16][CH2:9]1)[CH2:4][CH2:3]2 |f:1.2.3.4.5.6|. Procedure: Limonene (1.36 g, 10 mmol) was dissolved in toluene (25 ml), and a composition containing sodium perborate tetrahydrate (15.4 g, 100 mmol) and acetic anhydride (10.2 g, 100 mmol) was added thereto. The mixture was stirred at 60° C. After 12 hours, the reaction solution was washed with water to thereby completely remove acetic acid and sodium acetate, which were generated as by-products, and the remaining H2O2. Toluene was distilled off from the organic phase by distillation, and as a result, 1.6... Reactants: FC1=C(CN2N=NC(=C2)C(=O)OC)C(=CC=C1)F (Methyl 1-(2,6-difluorobenzyl)-1H-1,2,3-triazole-4-carboxylate), [NH4+].[OH-] (ammonia aqueous), CO (methanol). Run in O (water). Conditions: temperature 20 celsius, time 3 hour. The product is FC1=C(CN2N=NC(=C2)CC(=O)N)C(=CC=C1)F (1-(2,6-Difluorobenzyl)-1H-1,2,3-triazole-4-carboxyamide). The yield is 87.0%. RXN SMILES: [F:1][C:2]1[CH:17]=[CH:16][CH:15]=[C:14]([F:18])[C:3]=1[CH2:4][N:5]1[CH:9]=[C:8]([C:10](OC)=O)[N:7]=[N:6]1.[NH4+:19].[OH-:20].[CH3:21]O>O>[F:18][C:14]1[CH:15]=[CH:16][CH:17]=[C:2]([F:1])[C:3]=1[CH2:4][N:5]1[CH:9]=[C:8]([CH2:10][C:21]([NH2:19])=[O:20])[N:7]=[N:6]1 |f:1.2|. Procedure: Methyl 1-(2,6-difluorobenzyl)-1H-1,2,3-triazole-4-carboxylate (II) (10.6 g, 41.9 mmoles), prepared as reported in Example 7, is dissolved in methanol (10 ml) and treated at room temperature under stirring with a 30% ammonia aqueous solution (40 ml), then the reaction mixture is refluxed and kept under stirring for 3 hours. The mixture is cooled to 20° C., then diluted with water, filtered, and the resulting white solid is washed with water and dried in a static dryer at 50° C. Rufinamide (8.7 g)... The reactants are BrCc1ccccc1, Cc1nc2c([nH]1)-c1ccccc1N(C(=O)c1ccccc1)CC2, C1CCOC1, [H-], [I-], [K+], [Na+]. Product: Cc1nc2c(n1Cc1ccccc1)-c1ccccc1N(C(=O)c1ccccc1)CC2. As a reaction SMILES: [Br:26][CH2:27][c:28]1[cH:29][cH:30][cH:31][cH:32][cH:33]1.[C:3]([c:4]1[cH:5][cH:6][cH:7][cH:8][cH:9]1)(=[O:10])[N:11]1[c:12]2[c:13]([cH:22][cH:23][cH:24][cH:25]2)-[c:14]2[nH:15][c:16]([CH3:21])[n:17][c:18]2[CH2:19][CH2:20]1.[CH2:36]1[O:37][CH2:38][CH2:39][CH2:40]1.[H-:1].[I-:35].[K+:34].[Na+:2]>>[C:3]([c:4]1[cH:5][cH:6][cH:7][cH:8][cH:9]1)(=[O:10])[N:11]1[c:12]2[c:13]([cH:22][cH:23][cH:24][cH:25]2)-[c:14]2[n:15]([CH2:27][c:28]3[cH:29][cH:30][cH:31][cH:32][cH:33]3)[c:16]([CH3:21])[n:17][c:18]2[CH2:19][CH2:20]1.